The task is: describe an organic reaction: reactants, conditions, products, and yield. This data is from the Open Reaction Database (ORD), a public repository of structured organic reaction records. Starting materials: NC1=NC(=C2NC=NC2=N1)OC (2-Amino-6-methoxypurine), [H-].[Na+] (sodium hydride), purine nucleoside, [C@@H]1([C@H](O)[C@H](O)[C@@H](CO)O1)N1C(=O)NC(=O)C=C1 (uridine), C1=CN(C(=O)NC1=O)[C@H]2[C@H]([C@@H]([C@H](O2)CO)O)O (uracil arabinoside). Run in C(CC)O (n-propanol), O1CCCC1 (tetrahydrofuran), CO (methanol), P(=O)([O-])([O-])[O-].[K+].[K+].[K+] (potassium phosphate). Yields the product [C@@H]1([C@@H](O)[C@H](O)[C@H](O1)CO)N1C2=NC(=NC(=C2N=C1)OC)N (9-β -D-arabinofuranosyl-2-amino-6-methoxy-9H-purine). Reaction SMILES: [NH2:1][C:2]1[N:10]=[C:9]2[C:5]([NH:6][CH:7]=[N:8]2)=[C:4]([O:11][CH3:12])[N:3]=1.[H-].[Na+].C1C(=O)NC(=O)N([C@@H:23]2[O:27][C@H:26]([CH2:28][OH:29])[C@@H:25]([OH:30])[C@@H:24]2[OH:31])C=1.[C@@H]1(N2C=CC(=O)NC2=O)O[C@H](CO)[C@@H](O)[C@H]1O>O1CCCC1.P([O-])([O-])([O-])=O.[K+].[K+].[K+].C(O)CC.CO>[C@@H:23]1([N:8]2[CH:7]=[N:6][C:5]3[C:9]2=[N:10][C:2]([NH2:1])=[N:3][C:4]=3[O:11][CH3:12])[O:27][C@H:26]([CH2:28][OH:29])[C@@H:25]([OH:30])[C@@H:24]1[OH:31] |f:1.2,6.7.8.9|. Procedure: 2-Amino-6-methoxypurine (prepared by nucleophilic displacement of the chlorine group on 2-amino-6-chloropurine (Sigma Chemicals, St. Louis, Mo.) by methanol with sodium hydride in tetrahydrofuran) (6.4 mmoles, 1.05 g) was combined with 35 ml of a uracil arabinoside solution (7.04 mmoles, 1.75 g) in 10 mM potassium phosphate and 7% n-propanol (v/v). The pH was adjusted to 6.75. Purified purine nucleoside phosphorylase (18000 units) and uridine phosphorylase (1020 units) were added and the solutio... Starting materials: Cc1ccccc1, COC(=O)c1ccccc1CCC(=O)c1cccc(C=Cc2ccc3ccc(Cl)cc3n2)c1, CC(C)O, [Mg+2], O=S(=O)([O-])[O-]. Product: COC(=O)c1ccccc1CCC(O)c1cccc(C=Cc2ccc3ccc(Cl)cc3n2)c1. RXN SMILES: [CH3:44][c:45]1[cH:46][cH:47][cH:48][cH:49][cH:50]1.[CH3:7][O:8][C:9]([c:10]1[c:11]([CH2:16][CH2:17][C:18](=[O:19])[c:20]2[cH:21][c:22]([CH:26]=[CH:27][c:28]3[n:29][c:30]4[cH:31][c:32]([Cl:38])[cH:33][cH:34][c:35]4[cH:36][cH:37]3)[cH:23][cH:24][cH:25]2)[cH:12][cH:13][cH:14][cH:15]1)=[O:39].[CH:40]([OH:41])([CH3:42])[CH3:43].[Mg+2:1].[O-:2][S:3]([O-:4])(=[O:5])=[O:6]>>[CH3:7][O:8][C:9]([c:10]1[c:11]([CH2:16][CH2:17][CH:18]([OH:19])[c:20]2[cH:21][c:22]([CH:26]=[CH:27][c:28]3[n:29][c:30]4[cH:31][c:32]([Cl:38])[cH:33][cH:34][c:35]4[cH:36][cH:37]3)[cH:23][cH:24][cH:25]2)[cH:12][cH:13][cH:14][cH:15]1)=[O:39].